Dataset: the Open Reaction Database (ORD), a public repository of structured organic reaction records. Task: describe an organic reaction: reactants, conditions, products, and yield As a reaction SMILES: [H-].[Na+].[OH:3][CH2:4][C:5]1([CH3:9])[CH2:8][O:7][CH2:6]1.[H][H].Cl[CH2:13][C:14]1([CH2:18]Cl)[CH2:17][O:16][CH2:15]1>CN(C=O)C>[CH3:9][C:5]1([CH2:4][O:3][CH2:13][C:14]2([CH2:18][O:3][CH2:4][C:5]3([CH3:9])[CH2:8][O:7][CH2:6]3)[CH2:17][O:16][CH2:15]2)[CH2:8][O:7][CH2:6]1 |f:0.1|. Reactants: ClCC1(COC1)CCl (3,3-bis-(chloromethyl)oxetane), halide, [H-].[Na+] (Sodium hydride), OCC1(COC1)C (3-hydroxymethyl-3-methyloxetane), [H][H] (hydrogen). The solvent is CN(C)C=O (DMF), hexanes, CN(C)C=O (DMF). The product is CC1(COC1)COCC1(COC1)COCC1(COC1)C (3,3-bis-[(3-methyl-3-oxetanyl)methyloxymethyl]oxetane). Yield: 91.0%. Conditions: temperature 100 celsius, time 30 minute. Procedure details: Sodium hydride (50% dispersion in mineral oil, 32.68 g, 0.681 mol) was washed twice with hexanes and was suspended in 600 mL of DMF. Then, 3-hydroxymethyl-3-methyloxetane (69.46 g, 0.681 mol) was added dropwise over 45 min while hydrogen gas was evolved and a beige solid precipitated. The mixture was stirred for 30 min and a solution of 3,3-bis-(chloromethyl)oxetane (40.61 g, 0.262 mol) in 50 mL of DMF was added. The mixture was heated to 100° C. for 64 h when 1H NMR analysis of an aliquot showe... Starting materials: COc1ccc(OC(=O)C(C)(C)C)c2ccccc12 (substrate), COc1ccc(C(C)=O)cc1 (effective_coupling_partner). Reagents/catalysts: dcypt. Reaction conditions: temperature 150 celsius, time 24 hour. The product is COc3ccc(C(=O)Cc1ccc(OC)c2ccccc12)cc3. Reactants: FC(C=1OC2=CC(=CC=C2C(C1C1=CC=C(C(=O)OCC)C=C1)=O)O)F (ethyl 4-(2-(difluoromethyl)-7-hydroxy-4-oxo-4H-chromen-3-yl)benzoate), Cl (HCl). Solvent: O1CCOCC1 (1,4-dioxane). Yields the product FC(C=1OC2=CC(=CC=C2C(C1C1=CC=C(C(=O)O)C=C1)=O)O)F (4-(2-(difluoromethyl)-7-hydroxy-4-oxo-4H-chromen-3-yl)benzoic acid). Yield: 13.0%. As a reaction SMILES: [F:1][CH:2]([F:26])[C:3]1[O:4][C:5]2[C:10]([C:11](=[O:24])[C:12]=1[C:13]1[CH:23]=[CH:22][C:16]([C:17]([O:19]CC)=[O:18])=[CH:15][CH:14]=1)=[CH:9][CH:8]=[C:7]([OH:25])[CH:6]=2.Cl>O1CCOCC1>[F:26][CH:2]([F:1])[C:3]1[O:4][C:5]2[C:10]([C:11](=[O:24])[C:12]=1[C:13]1[CH:14]=[CH:15][C:16]([C:17]([OH:19])=[O:18])=[CH:22][CH:23]=1)=[CH:9][CH:8]=[C:7]([OH:25])[CH:6]=2. Procedure: To a mixture of ethyl 4-(2-(difluoromethyl)-7-hydroxy-4-oxo-4H-chromen-3-yl)benzoate (400 mg, 1.16 mmol) in 1,4-dioxane (1 mL) was added Conc. HCl (1 mL). The reaction mixture was heated to reflux overnight. The mixture was cooled to room temperature and filtered. The filtered mass was washed with water (5 mL) 2 times and ethanol (2 mL) and purified by prep-HPLC to afford a white solid (50 mg, 13%). The reactants are C1CCOC1, Cc1csc2cc(Cl)ccc12, [Li]CCCC, O=S(=O)(Cl)Cl. The product is Cc1c(S(=O)(=O)Cl)sc2cc(Cl)ccc12. As a reaction SMILES: [CH2:22]1[O:23][CH2:24][CH2:25][CH2:26]1.[Cl:6][c:7]1[cH:8][cH:9][c:10]2[c:11]([s:12][cH:13][c:14]2[CH3:15])[cH:16]1.[Li:1][CH2:2][CH2:3][CH2:4][CH3:5].[S:17](=[O:18])(=[O:19])([Cl:20])[Cl:21]>>[Cl:6][c:7]1[cH:8][cH:9][c:10]2[c:11]([s:12][c:13]([S:17](=[O:18])(=[O:19])[Cl:20])[c:14]2[CH3:15])[cH:16]1. The reactants are [BH4-].[Na+] (sodium borohydride), C(OC)(OC)OC (trimethyl orthoformate), N1C(=NC=C1)C=O (2-imidazole carboxaldehyde), NCC1=CC=C(C(=O)NC2=CC=C(C=C2)CN(CCC)CCC)C=C1 (4-aminomethyl-N-(4-dipropylaminomethyl-phenyl)-benzamide). The solvent is CO (methanol). Run at time 8 hour. Product: C(CC)N(CCC)CC1=CC=C(C=C1)NC(C1=CC=C(C=C1)CNCC=1N(C=CN1)C)=O (N-(4-dipropylaminomethyl-phenyl)-4-{[(1-methyl-1H-imidazol-2-ylmethyl)amino]methyl}-benzamide). As a reaction SMILES: [NH2:1][CH2:2][C:3]1[CH:25]=[CH:24][C:6]([C:7]([NH:9][C:10]2[CH:15]=[CH:14][C:13]([CH2:16][N:17]([CH2:21][CH2:22][CH3:23])[CH2:18][CH2:19][CH3:20])=[CH:12][CH:11]=2)=[O:8])=[CH:5][CH:4]=1.[CH:26](OC)(OC)OC.[NH:33]1[CH:37]=[CH:36][N:35]=[C:34]1[CH:38]=O.[BH4-].[Na+]>CO>[CH2:18]([N:17]([CH2:16][C:13]1[CH:14]=[CH:15][C:10]([NH:9][C:7](=[O:8])[C:6]2[CH:5]=[CH:4][C:3]([CH2:2][NH:1][CH2:38][C:34]3[N:35]([CH3:26])[CH:36]=[CH:37][N:33]=3)=[CH:25][CH:24]=2)=[CH:11][CH:12]=1)[CH2:21][CH2:22][CH3:23])[CH2:19][CH3:20] |f:3.4|. Reported procedure: The compound (389 mg) obtained in Example 15-4 was dissolved in anhydrous methanol (10 ml) and then added with trimethyl orthoformate (188 μl) and 2-imidazole carboxaldehyde (139 mg). The whole was stirred overnight at room temperature under a nitrogen atmosphere. Then, sodium borohydride (43.4 mg) was added thereto in an ice bath and the whole was stirred at room temperature for 2.5 hours. After completion of the reaction, distilled water was added thereto and the whole was stirred for a while.... Reactants: COC(=O)c1ccc2c(C3CCCCC3)c3n(c2c1)CC(CCN(C)C(=O)OC(C)(C)C)Cc1cc(OC)ccc1-3, Cl, [K+], C1COCCO1, [OH-]. Yields the product COc1ccc2c(c1)CC(CCN(C)C(=O)OC(C)(C)C)Cn1c-2c(C2CCCCC2)c2ccc(C(=O)O)cc21. As a reaction SMILES: [C:1]([CH3:2])([CH3:3])([CH3:4])[O:5][C:6](=[O:7])[N:8]([CH2:9][CH2:10][CH:11]1[CH2:12][n:13]2[c:14]([c:24]([CH:35]3[CH2:36][CH2:37][CH2:38][CH2:39][CH2:40]3)[c:25]3[cH:26][cH:27][c:28]([C:31](=[O:32])[O:33][CH3:34])[cH:29][c:30]23)-[c:15]2[c:16]([cH:18][c:19]([O:22][CH3:23])[cH:20][cH:21]2)[CH2:17]1)[CH3:41].[ClH:44].[K+:43].[O:45]1[CH2:46][CH2:47][O:48][CH2:49][CH2:50]1.[OH-:42]>>[C:1]([CH3:2])([CH3:3])([CH3:4])[O:5][C:6](=[O:7])[N:8]([CH2:9][CH2:10][CH:11]1[CH2:12][n:13]2[c:14]([c:24]([CH:35]3[CH2:36][CH2:37][CH2:38][CH2:39][CH2:40]3)[c:25]3[cH:26][cH:27][c:28]([C:31](=[O:32])[OH:33])[cH:29][c:30]23)-[c:15]2[c:16]([cH:18][c:19]([O:22][CH3:23])[cH:20][cH:21]2)[CH2:17]1)[CH3:41]. Reactants: C1CCOC1, COC(=O)CCC(C#N)NC(=O)C1CCCCC1NC(=O)c1cc2ccccc2n1C, CO, Cl, [Li+], [OH-], O, O. Yields the product Cn1c(C(=O)NC2CCCCC2C(=O)NC(C#N)CCC(=O)O)cc2ccccc21. Reaction SMILES: [CH2:36]1[O:37][CH2:38][CH2:39][CH2:40]1.[CH3:1][O:2][C:3]([CH2:4][CH2:5][CH:6]([NH:7][C:8](=[O:9])[CH:10]1[CH:11]([NH:16][C:17](=[O:18])[c:19]2[n:20]([CH3:28])[c:21]3[cH:22][cH:23][cH:24][cH:25][c:26]3[cH:27]2)[CH2:12][CH2:13][CH2:14][CH2:15]1)[C:29]#[N:30])=[O:31].[CH3:41][OH:42].[ClH:35].[Li+:34].[OH-:33].[OH2:32].[OH2:43]>>[O:2]=[C:3]([CH2:4][CH2:5][CH:6]([NH:7][C:8](=[O:9])[CH:10]1[CH:11]([NH:16][C:17](=[O:18])[c:19]2[n:20]([CH3:28])[c:21]3[cH:22][cH:23][cH:24][cH:25][c:26]3[cH:27]2)[CH2:12][CH2:13][CH2:14][CH2:15]1)[C:29]#[N:30])[OH:31].